Dataset: the Open Reaction Database (ORD), a public repository of structured organic reaction records. Task: describe an organic reaction: reactants, conditions, products, and yield The reactants are Cl (HCl), O.Cl.C(C1=CC=CC=C1)N1C(COC(C1)(CCN1CCC(CC1)(C1=CC=CC=C1)O)C1=CC(=C(C=C1)Cl)Cl)=O.C(C1=CC=CC=C1)N1C(COC(C1)(C1=CC(=C(C=C1)Cl)Cl)CCN1CCC(CC1)(O)C1=CC=CC=C1)=O.Cl (4-Benzyl-6-(3,4-dichlorophenyl)-6-[2-(4-hydroxy-4-phenylpiperid-1-yl)ethyl]morpholin-3-one hydrochloride hemihydrate), C1(=CC=CC=C1)C1(CCNCC1)C(=O)N1CCCC1 (4-phenyl-4-(pyrrolidin-1-ylcarbonyl)piperidine), C(=O)([O-])[O-].[K+].[K+] (K2CO3). Run in O (water), CCOCC (ether), CN(C)C=O (DMF), C(Cl)Cl (DCM). Reaction conditions: temperature 80 celsius. The product is O.Cl.C(C1=CC=CC=C1)N1C(COC(C1)(CCN1CCC(CC1)(C(=O)N1CCCC1)C1=CC=CC=C1)C1=CC(=C(C=C1)Cl)Cl)=O (4-Benzyl-6-(3,4-dichlorophenyl)-6-[2-[4-phenyl-4-(pyrrolidin-1-ylcarbonyl)piperid-1-yl]ethyl]morpholin-3-one hydrochloride monohydrate). Yield: 74.3%. As a reaction SMILES: O.Cl.C(N1CC(C2C=CC([Cl:37])=C(Cl)C=2)(CCN2CCC(O)(C3C=CC=CC=3)CC2)[O:13]CC1=O)C1C=CC=CC=1.[CH2:40]([N:47]1[CH2:52][C:51]([CH2:61][CH2:62]N2CCC(C3C=CC=CC=3)(O)CC2)([C:53]2[CH:58]=[CH:57][C:56]([Cl:59])=[C:55]([Cl:60])[CH:54]=2)[O:50][CH2:49][C:48]1=[O:76])[C:41]1[CH:46]=[CH:45][CH:44]=[CH:43][CH:42]=1.Cl.[C:78]1([C:84]2([C:90]([N:92]3[CH2:96][CH2:95][CH2:94][CH2:93]3)=[O:91])[CH2:89][CH2:88][NH:87][CH2:86][CH2:85]2)[CH:83]=[CH:82][CH:81]=[CH:80][CH:79]=1.C([O-])([O-])=O.[K+].[K+].Cl>CN(C=O)C.C(Cl)Cl.CCOCC.O>[OH2:13].[ClH:37].[CH2:40]([N:47]1[CH2:52][C:51]([C:53]2[CH:58]=[CH:57][C:56]([Cl:59])=[C:55]([Cl:60])[CH:54]=2)([CH2:61][CH2:62][N:87]2[CH2:88][CH2:89][C:84]([C:78]3[CH:79]=[CH:80][CH:81]=[CH:82][CH:83]=3)([C:90]([N:92]3[CH2:96][CH2:95][CH2:94][CH2:93]3)=[O:91])[CH2:85][CH2:86]2)[O:50][CH2:49][C:48]1=[O:76])[C:41]1[CH:46]=[CH:45][CH:44]=[CH:43][CH:42]=1 |f:0.1.2.3.4,6.7.8,14.15.16|. Procedure details: A mixture of 0.98 g of the compound obtained in step B of EXAMPLE 14, 0.645 g of 4-phenyl-4-(pyrrolidin-1-ylcarbonyl)piperidine and 0.69 g of K2CO3 in 3 ml of DMF is heated at 80° C. for 2 hours. After cooling to RT, the reaction mixture is poured into water and extracted with an AcOEt/ether mixture, the organic phase is washed with water and dried over MgSO4 and the solvent is evaporated off under vacuum. The residue is chromatographed on silica H using a DCM/MeOH mixture (100/2; v/v) as the el... Reactants: N1(CCOCC1)CC1=CC=C(C=C1)N1CCC(CC1)C=O (1-(4-Morpholin-4-ylmethyl-phenyl)-piperidine-4-carbaldehyde), C1(CCCCC1)N (cyclohexylamine). The product is C1(CCCCC1)NC1CCN(CC1)C1=CC=C(C=C1)CN1CCOCC1 (Cyclohexyl-{1-(4-morpholin-4-ylmethyl-phenyl)-piperidin-4-yl}-amine). Reaction SMILES: [N:1]1([CH2:7][C:8]2[CH:13]=[CH:12][C:11]([N:14]3[CH2:19][CH2:18][CH:17](C=O)[CH2:16][CH2:15]3)=[CH:10][CH:9]=2)[CH2:6][CH2:5][O:4][CH2:3][CH2:2]1.[CH:22]1([NH2:28])[CH2:27][CH2:26][CH2:25][CH2:24][CH2:23]1>>[CH:22]1([NH:28][CH:17]2[CH2:16][CH2:15][N:14]([C:11]3[CH:10]=[CH:9][C:8]([CH2:7][N:1]4[CH2:2][CH2:3][O:4][CH2:5][CH2:6]4)=[CH:13][CH:12]=3)[CH2:19][CH2:18]2)[CH2:27][CH2:26][CH2:25][CH2:24][CH2:23]1. Procedure: Prepared from the product of Example 18 and cyclohexylamine. Reactants: C(C)N1C2=CC=CC=C2C=2C=CC=CC12 (N-ethylcarbazole), [N+](=O)(O)[O-] (nitric acid), O (water). The solvent is C(C)(=O)O (acetic acid), C(C)(=O)O (acetic acid). Reaction conditions: temperature 40 celsius. The product is [N+](=O)([O-])C=1C=CC=2N(C3=CC=CC=C3C2C1)CC (3-nitro-N-ethylcarbazole). Yield: 70.9%. RXN SMILES: [N+:1]([O-:4])(O)=[O:2].[CH2:5]([N:7]1[C:19]2[CH:18]=[CH:17][CH:16]=[CH:15][C:14]=2[C:13]2[C:8]1=[CH:9][CH:10]=[CH:11][CH:12]=2)[CH3:6].O>C(O)(=O)C>[N+:1]([C:11]1[CH:10]=[CH:9][C:8]2[N:7]([CH2:5][CH3:6])[C:19]3[C:14]([C:13]=2[CH:12]=1)=[CH:15][CH:16]=[CH:17][CH:18]=3)([O-:4])=[O:2]. Reported procedure: A solution of 7.3 g of 70% nitric acid (81.1 mmol) in 50 ml acetic acid was added dropwise to a cooled (19°-21° C) acetic acid (200 ml) solution of 15.0 g of N-ethylcarbazole (76.9 mmol). The green reaction solution was then heated on a water bath at 40° C for 2 hours. Upon cooling, addition to 400 ml of water gave a light green precipitate wgich was filtered and air dried. Recrystallization from acetone/methanol gave 13.1 g (71% yield) of 3-nitro-N-ethylcarbazole, mp 118.5°-20° C; the sulfur co... The reactants are O=C([O-])[O-], Fc1cnccc1-c1nc2cc(C(F)(F)F)ccc2o1, [K+], [K+], O, C=CCO. Product: C=CCOc1cnccc1-c1nc2cc(C(F)(F)F)ccc2o1. As a reaction SMILES: [C:21](=[O:22])([O-:23])[O-:24].[F:1][c:2]1[cH:3][n:4][cH:5][cH:6][c:7]1-[c:8]1[o:9][c:10]2[c:11]([n:12]1)[cH:13][c:14]([C:17]([F:18])([F:19])[F:20])[cH:15][cH:16]2.[K+:25].[K+:26].[OH2:31].[OH:27][CH2:28][CH:29]=[CH2:30]>>[c:2]1([O:27][CH2:28][CH:29]=[CH2:30])[cH:3][n:4][cH:5][cH:6][c:7]1-[c:8]1[o:9][c:10]2[c:11]([n:12]1)[cH:13][c:14]([C:17]([F:18])([F:19])[F:20])[cH:15][cH:16]2. RXN SMILES: [BH4-:26].[CH3:28][OH:29].[CH:1](=[O:2])[c:3]1[cH:4][cH:5][c:6]([N:7]([S:8](=[O:9])(=[O:10])[c:11]2[cH:12][cH:13][c:14]([CH3:17])[cH:15][cH:16]2)[c:18]2[cH:19][cH:20][cH:21][cH:22][cH:23]2)[cH:24][cH:25]1.[Na+:27]>>[CH2:1]([OH:2])[c:3]1[cH:4][cH:5][c:6]([N:7]([S:8](=[O:9])(=[O:10])[c:11]2[cH:12][cH:13][c:14]([CH3:17])[cH:15][cH:16]2)[c:18]2[cH:19][cH:20][cH:21][cH:22][cH:23]2)[cH:24][cH:25]1. Reactants: [BH4-], CO, Cc1ccc(S(=O)(=O)N(c2ccccc2)c2ccc(C=O)cc2)cc1, [Na+]. The product is Cc1ccc(S(=O)(=O)N(c2ccccc2)c2ccc(CO)cc2)cc1.